This data is from the Open Reaction Database (ORD), a public repository of structured organic reaction records. The task is: describe an organic reaction: reactants, conditions, products, and yield The reactants are C(C=C)Br (allyl bromide), C(C)(C)O (isopropyl alcohol), C(C)(C)O (isopropanol), 19.3, BrC1=C(C(=C(C(=C1C(=O)O)Br)Br)C(=O)O)Br (tetrabromoterephthalic acid), aqueous solution, [OH-].[K+] (caustic potash). Solvent: C(C)N(CC)CC (triethylamine). Product: 12, BrC1=C(C(=C(C(=C1C(=O)OCC=C)Br)Br)C(=O)OCC=C)Br (diallyl tetrabromoterephthalate). Reaction SMILES: [Br:1][C:2]1[C:7]([C:8]([OH:10])=[O:9])=[C:6]([Br:11])[C:5]([Br:12])=[C:4]([C:13]([OH:15])=[O:14])[C:3]=1[Br:16].[OH-].[K+].[CH2:19](Br)[CH:20]=[CH2:21].[CH:23](O)([CH3:25])[CH3:24]>C(N(CC)CC)C>[Br:1][C:2]1[C:7]([C:8]([O:10][CH2:19][CH:20]=[CH2:21])=[O:9])=[C:6]([Br:11])[C:5]([Br:12])=[C:4]([C:13]([O:15][CH2:25][CH:23]=[CH2:24])=[O:14])[C:3]=1[Br:16] |f:1.2|. Reported procedure: To a liquid mixture consisting of 19.3 parts of tetrabromoterephthalic acid and 40 parts of isopropyl alcohol, were added with stirring 13 parts of a 50% aqueous solution of caustic potash. After continuously mixing the thus-obtained mixture for 30 minutes, 12.6 parts of allyl bromide and 1.0 part of triethylamine were added. The resulting mixture was heated until isopropanol started to reflux. The mixture was maintained at the temperature for 8 hours. After allowing the resulting reaction mixtu... Reaction SMILES: [Br:16][CH2:17][c:18]1[cH:19][cH:20][cH:21][cH:22][cH:23]1.[H-:14].[Na+:15].[O:24]=[CH:25][N:26]([CH3:27])[CH3:28].[nH:1]1[cH:2][cH:3][c:4]2[c:5]([C:10](=[O:11])[O:12][CH3:13])[cH:6][cH:7][cH:8][c:9]12>>[n:1]1([CH2:17][c:18]2[cH:19][cH:20][cH:21][cH:22][cH:23]2)[cH:2][cH:3][c:4]2[c:5]([C:10](=[O:11])[O:12][CH3:13])[cH:6][cH:7][cH:8][c:9]12. Reactants: BrCc1ccccc1, [H-], [Na+], CN(C)C=O, COC(=O)c1cccc2[nH]ccc12. Yields the product COC(=O)c1cccc2c1ccn2Cc1ccccc1. Reactants: CO, [Na+], [OH-], COC(=O)COc1cccc2cnccc12. Product: O=C(O)COc1cccc2cnccc12. As a reaction SMILES: [CH3:19][OH:20].[Na+:18].[OH-:17].[cH:1]1[n:2][cH:3][cH:4][c:5]2[c:6]([O:11][CH2:12][C:13](=[O:14])[O:15][CH3:16])[cH:7][cH:8][cH:9][c:10]12>>[cH:1]1[n:2][cH:3][cH:4][c:5]2[c:6]([O:11][CH2:12][C:13](=[O:14])[OH:15])[cH:7][cH:8][cH:9][c:10]12.